Dataset: the Open Reaction Database (ORD), a public repository of structured organic reaction records. Task: describe an organic reaction: reactants, conditions, products, and yield Reactants: I[Si](C)(C)C (iodotrimethylsilane), acid 2, formula 40, IC1=CC=NC(=C1C=O)OC (4-iodo-2-methoxynicotinaldehyde). The product is OC1=C(C=O)C(=CC=N1)I (2-hydroxy-4-iodonicotinaldehyde). Reaction SMILES: [I:1][C:2]1[C:7]([CH:8]=[O:9])=[C:6]([O:10]C)[N:5]=[CH:4][CH:3]=1.I[Si](C)(C)C>>[OH:10][C:6]1[N:5]=[CH:4][CH:3]=[C:2]([I:1])[C:7]=1[CH:8]=[O:9]. Procedure: In another embodiment, general acid 2 can be prepared from an acid of formula 40 as illustrated in Scheme 7. Thus, 4-iodo-2-methoxynicotinaldehyde (37; See: WO95/29917) is de-methylated, for example by treatment with iodotrimethylsilane, to provide 2-hydroxy-4-iodonicotinaldehyde (38). Reaction of 38 with arylboronic acid 34 in the presence of copper(II) acetate and pyridine affords N-aryl pyridone aldehyde 39. Oxidation of 39 using sodium chlorite provides acid 40. Alternately, treatment of met... The reactants are CN(C)C(=O)Oc1cccc(NC(=O)C2(COCc3ccccc3)CCN(C(=O)OC(C)(C)C)CC2)c1, CC(C)O, Cl, [Na+], O=C([O-])O. Yields the product CN(C)C(=O)Oc1cccc(NC(=O)C2(COCc3ccccc3)CCNCC2)c1. RXN SMILES: [CH2:1]([c:2]1[cH:3][cH:4][cH:5][cH:6][cH:7]1)[O:8][CH2:9][C:10]1([C:23]([NH:24][c:25]2[cH:26][c:27]([O:31][C:32]([N:33]([CH3:34])[CH3:35])=[O:36])[cH:28][cH:29][cH:30]2)=[O:37])[CH2:11][CH2:12][N:13]([C:16]([O:17][C:18]([CH3:19])([CH3:20])[CH3:21])=[O:22])[CH2:14][CH2:15]1.[CH:44]([OH:45])([CH3:46])[CH3:47].[ClH:38].[Na+:43].[O-:39][C:40]([OH:41])=[O:42]>>[CH2:1]([c:2]1[cH:3][cH:4][cH:5][cH:6][cH:7]1)[O:8][CH2:9][C:10]1([C:23]([NH:24][c:25]2[cH:26][c:27]([O:31][C:32]([N:33]([CH3:34])[CH3:35])=[O:36])[cH:28][cH:29][cH:30]2)=[O:37])[CH2:11][CH2:12][NH:13][CH2:14][CH2:15]1. The reactants are C([O-])([O-])=O.[K+].[K+] (potassium carbonate), C(C)OC(NC1=C(C(=NC(=C1)Br)Br)[N+](=O)[O-])=O ((2,6-dibromo-3-nitro-pyridin-4-yl)-carbamic acid ethyl ester), ClCC=1C=C(C#N)C=CC1 (3-chloromethyl-benzonitrile), [I-].[Na+] (sodium iodide). Solvent: CC(=O)C (acetone). Product: C(C)OC(N(C1=C(C(=NC(=C1)Br)Br)[N+](=O)[O-])CC1=CC(=CC=C1)C#N)=O ((3-Cyano-benzyl )-(2,6-dibromo-3-nitro-pyridin-4-yl)-carbamic acid ethyl ester), product. Reaction SMILES: C(=O)([O-])[O-].[K+].[K+].[CH2:7]([O:9][C:10](=[O:23])[NH:11][C:12]1[CH:17]=[C:16]([Br:18])[N:15]=[C:14]([Br:19])[C:13]=1[N+:20]([O-:22])=[O:21])[CH3:8].Cl[CH2:25][C:26]1[CH:27]=[C:28]([CH:31]=[CH:32][CH:33]=1)[C:29]#[N:30].[I-].[Na+]>CC(C)=O>[CH2:7]([O:9][C:10](=[O:23])[N:11]([CH2:25][C:26]1[CH:33]=[CH:32][CH:31]=[C:28]([C:29]#[N:30])[CH:27]=1)[C:12]1[CH:17]=[C:16]([Br:18])[N:15]=[C:14]([Br:19])[C:13]=1[N+:20]([O-:22])=[O:21])[CH3:8] |f:0.1.2,5.6|. Procedure: The title compound was prepared following the example in preparation 68 using potassium carbonate (1.50 g), (2,6-dibromo-3-nitro-pyridin-4-yl)-carbamic acid ethyl ester (2.0 g) in acetone (40 ml), 3-chloromethyl-benzonitrile (0.82 g) and sodium iodide (0.98 g). This gave the product (2.62 g) as a yellow oil. The reactants are CC(=O)[O-], Cc1cccc(C)c1, COc1ccc2c(O)cc(=O)[nH]c2c1OC1CCCC1, [NH4+]. Yields the product COc1ccc2c(N)cc(=O)[nH]c2c1OC1CCCC1. As a reaction SMILES: [CH3:22][C:23](=[O:24])[O-:25].[CH3:26][c:27]1[cH:28][c:29]([CH3:30])[cH:31][cH:32][cH:33]1.[CH:1]1([O:6][c:7]2[c:8]([O:19][CH3:20])[cH:9][cH:10][c:11]3[c:12]([OH:18])[cH:13][c:14](=[O:17])[nH:15][c:16]23)[CH2:2][CH2:3][CH2:4][CH2:5]1.[NH4+:21]>>[CH:1]1([O:6][c:7]2[c:8]([O:19][CH3:20])[cH:9][cH:10][c:11]3[c:12]([NH2:21])[cH:13][c:14](=[O:17])[nH:15][c:16]23)[CH2:2][CH2:3][CH2:4][CH2:5]1. Reactants: C1CCOC1, C[Si](C)(C)[N-][Si](C)(C)C, CI, CC(O)c1cnc(-c2ccc(C(F)(F)F)cc2CN2C(=O)OC(c3cc(C(F)(F)F)cc(C(F)(F)F)c3)C2C)s1, [Na+]. Yields the product COC(C)c1cnc(-c2ccc(C(F)(F)F)cc2CN2C(=O)OC(c3cc(C(F)(F)F)cc(C(F)(F)F)c3)C2C)s1. RXN SMILES: [CH2:53]1[O:54][CH2:55][CH2:56][CH2:57]1.[CH3:42][Si:43]([N-:44][Si:45]([CH3:46])([CH3:47])[CH3:48])([CH3:49])[CH3:50].[CH3:51][I:52].[F:1][C:2]([c:3]1[cH:4][c:5]([CH:13]2[CH:14]([CH3:38])[N:15]([CH2:19][c:20]3[c:21](-[c:30]4[s:31][c:32]([CH:35]([CH3:36])[OH:37])[cH:33][n:34]4)[cH:22][cH:23][c:24]([C:26]([F:27])([F:28])[F:29])[cH:25]3)[C:16](=[O:18])[O:17]2)[cH:6][c:7]([C:9]([F:10])([F:11])[F:12])[cH:8]1)([F:39])[F:40].[Na+:41]>>[F:1][C:2]([c:3]1[cH:4][c:5]([CH:13]2[CH:14]([CH3:38])[N:15]([CH2:19][c:20]3[c:21](-[c:30]4[s:31][c:32]([CH:35]([CH3:36])[O:37][CH3:42])[cH:33][n:34]4)[cH:22][cH:23][c:24]([C:26]([F:27])([F:28])[F:29])[cH:25]3)[C:16](=[O:18])[O:17]2)[cH:6][c:7]([C:9]([F:10])([F:11])[F:12])[cH:8]1)([F:39])[F:40]. Reactants: COc1cc(C(=O)O)cc(OC)c1C, CCOC(C)=O, ClCCl, CC(C)(C)OC(=O)NCc1ccc(CN)c([N+](=O)[O-])c1, CN(C)C=O, O=S(Cl)Cl, c1ccccc1. Product: COc1cc(C(=O)NCc2ccc(CNC(=O)OC(C)(C)C)cc2[N+](=O)[O-])cc(OC)c1C. Reaction SMILES: [CH3:10][O:11][c:12]1[cH:13][c:14]([C:15](=[O:16])[OH:17])[cH:18][c:19]([O:22][CH3:23])[c:20]1[CH3:21].[CH3:53][CH2:54][O:55][C:56](=[O:57])[CH3:58].[Cl:50][CH2:51][Cl:52].[NH2:24][CH2:25][c:26]1[c:27]([N+:41](=[O:42])[O-:43])[cH:28][c:29]([CH2:30][NH:31][C:32]([O:33][C:34]([CH3:35])([CH3:36])[CH3:37])=[O:38])[cH:39][cH:40]1.[O:1]=[CH:2][N:3]([CH3:4])[CH3:5].[S:6]([Cl:7])([Cl:8])=[O:9].[cH:44]1[cH:45][cH:46][cH:47][cH:48][cH:49]1>>[CH3:10][O:11][c:12]1[cH:13][c:14]([C:15](=[O:17])[NH:24][CH2:25][c:26]2[c:27]([N+:41](=[O:42])[O-:43])[cH:28][c:29]([CH2:30][NH:31][C:32]([O:33][C:34]([CH3:35])([CH3:36])[CH3:37])=[O:38])[cH:39][cH:40]2)[cH:18][c:19]([O:22][CH3:23])[c:20]1[CH3:21].